From a dataset of the Open Reaction Database (ORD), a public repository of structured organic reaction records. describe an organic reaction: reactants, conditions, products, and yield The reactants are Cc1ccccc1, CC(=O)c1ccc(OS(=O)(=O)C(F)(F)F)cc1C, O=[N+]([O-])c1ccc(B(O)O)cc1, [Na+], [Na+], O=C([O-])[O-], C1COCCO1. RXN SMILES: [CH3:43][c:44]1[cH:45][cH:46][cH:47][cH:48][cH:49]1.[F:1][C:2]([F:3])([F:4])[S:5]([O:6][c:7]1[cH:8][c:9]([CH3:16])[c:10]([C:13]([CH3:14])=[O:15])[cH:11][cH:12]1)(=[O:17])=[O:18].[N+:19](=[O:20])([O-:21])[c:22]1[cH:23][cH:24][c:25]([B:28]([OH:29])[OH:30])[cH:26][cH:27]1.[Na+:31].[Na+:32].[O-:33][C:34](=[O:35])[O-:36].[O:37]1[CH2:38][CH2:39][O:40][CH2:41][CH2:42]1>>[c:7]1(-[c:25]2[cH:24][cH:23][c:22]([N+:19](=[O:20])[O-:21])[cH:27][cH:26]2)[cH:8][c:9]([CH3:16])[c:10]([C:13]([CH3:14])=[O:15])[cH:11][cH:12]1. The product is CC(=O)c1ccc(-c2ccc([N+](=O)[O-])cc2)cc1C. The reactants are CC(CC)(C)C1=NN(C=N1)CO (3-(1,1-dimethylpropyl)-1H-1,2,4-triazole1-ylmethanol), S(=O)(Cl)Cl (thionyl chloride). Conditions: time 8 hour. The solvent is ClCCl (dichloromethane). The product is Cl.ClCN1N=C(N=C1)C(CC)(C)C (1-(chloromethyl)-3-(1,1-dimethylpropyl)-1H-1,2,4-triazole hydrochloride). Reaction SMILES: [CH3:1][C:2]([C:6]1[N:10]=[CH:9][N:8]([CH2:11]O)[N:7]=1)([CH3:5])[CH2:3][CH3:4].S(Cl)([Cl:15])=O>ClCCl>[ClH:15].[Cl:15][CH2:11][N:8]1[CH:9]=[N:10][C:6]([C:2]([CH3:5])([CH3:1])[CH2:3][CH3:4])=[N:7]1 |f:3.4|. Procedure details: 1.10 g of 3-(1,1-dimethylpropyl)-1H-1,2,4-triazole1-ylmethanol was dissolved to 18 ml of dichloromethane. 1.8 ml of thionyl chloride was added to the solution, followed by stirring at room temperature for 8 hours. The reaction mixture was concentrated under reduced pressure to obtain 1.47 g of 1-(chloromethyl)-3-(1,1-dimethylpropyl)-1H-1,2,4-triazole hydrochloride. Reactants: O1CC(NCC12CCNCC2)=O (1-oxa-4,9-diazaspiro[5.5]undecan-3-one), C1(CCCC1)N1C2=C(C3=C1N=C(N=C3)NC3=CC=C(N=N3)Cl)C=CN=C2 (6-((9-cyclopentyl-9H-pyrido[4′,3′:4,5]pyrrolo[2,3-d]pyrimidin-2-yl)amino)-3-chloro-pyridazine), C(C)(C)N(C(C)C)CC (N,N-diisopropylethylamine). Run in CN1C(CCC1)=O (N-methylpyrrolidinone). Run at temperature 160 celsius. Product: C1(CCCC1)N1C2=C(C3=C1N=C(N=C3)NC3=CC=C(N=N3)N3CCC1(CNC(CO1)=O)CC3)C=CN=C2 (9-(6-((9-cyclopentyl-9H-pyrido[4′,3′:4,5]pyrrolo[2,3-d]pyrimidin-2-yl)amino)-3-pyridazinyl)-1-oxa-4,9-diazaspiro[5.5]undecan-3-one). Yield: 4.6%. Reaction SMILES: [O:1]1[C:6]2([CH2:11][CH2:10][NH:9][CH2:8][CH2:7]2)[CH2:5][NH:4][C:3](=[O:12])[CH2:2]1.[CH:13]1([N:18]2[C:22]3[N:23]=[C:24]([NH:27][C:28]4[N:33]=[N:32][C:31](Cl)=[CH:30][CH:29]=4)[N:25]=[CH:26][C:21]=3[C:20]3[CH:35]=[CH:36][N:37]=[CH:38][C:19]2=3)[CH2:17][CH2:16][CH2:15][CH2:14]1.C(N(CC)C(C)C)(C)C>CN1CCCC1=O>[CH:13]1([N:18]2[C:22]3[N:23]=[C:24]([NH:27][C:28]4[N:33]=[N:32][C:31]([N:9]5[CH2:8][CH2:7][C:6]6([O:1][CH2:2][C:3](=[O:12])[NH:4][CH2:5]6)[CH2:11][CH2:10]5)=[CH:30][CH:29]=4)[N:25]=[CH:26][C:21]=3[C:20]3[CH:35]=[CH:36][N:37]=[CH:38][C:19]2=3)[CH2:14][CH2:15][CH2:16][CH2:17]1. Reported procedure: To a mixture of compound 400 (110.0 mg, 646 μmol) and compound 140 (40.0 mg, 109 μmol) in N-methylpyrrolidinone (1.50 mL) was added N,N-diisopropylethylamine (DIEA) (0.100 mL, 575 μmol). The resulting mixture was heated at 160° C. under microwave irradiation for 6 h. The crude material was purified by reverse phase HPLC (acetonitrile/H2O containing 0.1% TFA each, 25 min from 10 to 40%). The isolated material was further purified by prep-TLC (10% methanol in DCM with 1% NH4OH) to give compound 39... Starting materials: CN(C)C=O, BrCC1CCCCC1, Clc1cccc2cc[nH]c12, [H-], [Na+]. Product: Clc1cccc2ccn(CC3CCCCC3)c12. Reaction SMILES: [CH3:21][N:22]([CH3:23])[CH:24]=[O:25].[CH:13]1([CH2:19][Br:20])[CH2:14][CH2:15][CH2:16][CH2:17][CH2:18]1.[Cl:1][c:2]1[cH:3][cH:4][cH:5][c:6]2[cH:7][cH:8][nH:9][c:10]12.[H-:11].[Na+:12]>>[Cl:1][c:2]1[cH:3][cH:4][cH:5][c:6]2[cH:7][cH:8][n:9]([CH2:19][CH:13]3[CH2:14][CH2:15][CH2:16][CH2:17][CH2:18]3)[c:10]12. The reactants are CS(=O)(=O)C1=CC=C(C=C1)NC(=O)C1=C(N(C(=C1)C)C1=C(C=C(C=C1)Br)C(F)(F)F)C (1-[4-Bromo-2-(trifluoromethyl)phenyl]-2,5-dimethyl-1H-pyrrole-3-carboxylic acid [4-(methanesulfonyl)phenyl]-amide), FC(C1=C(C(=O)N)C=CC(=C1)C(F)(F)F)(F)F (2,4-Bis(Trifluoromethyl)benzamide), C(=O)([O-])[O-].[K+].[K+] (K2CO3), NCCN (N,N′-Dimethylenediamine), C(CN(CC(=O)O)CC(=O)O)N(CC(=O)O)CC(=O)O (EDTA), [OH-].[Na+] (NaOH). The reagents and catalysts are [Cu]I (Copper (1) Iodide). Run in C1(=CC=CC=C1)C (Toluene), C(C)(=O)OCC (Ethyl Acetate). Reaction conditions: temperature 110 celsius, time 18 hour. The product is CS(=O)(=O)C1=CC=C(C=C1)NC(=O)C1=C(N(C(=C1)C)C1=C(C=C(C=C1)Br)C(F)(F)F)C (1-[4-Bromo-2-(trifluoromethyl)phenyl]-2,5-dimethyl-1H-pyrrole-3-carboxylic acid [4-(methanesulfonyl)phenyl]-amide), CS(=O)(=O)C1=CC=C(C=C1)NC(=O)C1=C(N(C(=C1)C)C1=C(C=C(C=C1)NC(C1=C(C=C(C=C1)C(F)(F)F)C(F)(F)F)=O)C(F)(F)F)C (1-[4-(2,4-BIS-TRIFLUOROMETHYL-BENZOYLAMINO)-2-TRIFLUOROMETHYL-PHENYL]-2,5-DIMETHYL-1H-PYRROLE-3-CARBOXYLIC ACID (4-METHANESULFONYL-PHENYL)-AMIDE). Isolated yield 39.9%. RXN SMILES: [CH3:1][S:2]([C:5]1[CH:10]=[CH:9][C:8]([NH:11][C:12]([C:14]2[CH:18]=[C:17]([CH3:19])[N:16]([C:20]3[CH:25]=[CH:24][C:23]([Br:26])=[CH:22][C:21]=3[C:27]([F:30])([F:29])[F:28])[C:15]=2[CH3:31])=[O:13])=[CH:7][CH:6]=1)(=[O:4])=[O:3].[F:32][C:33]([F:48])([F:47])[C:34]1[CH:42]=[C:41]([C:43]([F:46])([F:45])[F:44])[CH:40]=[CH:39][C:35]=1[C:36]([NH2:38])=[O:37].C([O-])([O-])=O.[K+].[K+].NCCN.[OH-].[Na+].C(N(CC(O)=O)CC(O)=O)CN(CC(O)=O)CC(O)=O>[Cu]I.C(OCC)(=O)C.C1(C)C=CC=CC=1>[CH3:1][S:2]([C:5]1[CH:10]=[CH:9][C:8]([NH:11][C:12]([C:14]2[CH:18]=[C:17]([CH3:19])[N:16]([C:20]3[CH:25]=[CH:24][C:23]([Br:26])=[CH:22][C:21]=3[C:27]([F:29])([F:30])[F:28])[C:15]=2[CH3:31])=[O:13])=[CH:7][CH:6]=1)(=[O:3])=[O:4].[CH3:1][S:2]([C:5]1[CH:10]=[CH:9][C:8]([NH:11][C:12]([C:14]2[CH:18]=[C:17]([CH3:19])[N:16]([C:20]3[CH:25]=[CH:24][C:23]([NH:38][C:36](=[O:37])[C:35]4[CH:39]=[CH:40][C:41]([C:43]([F:45])([F:46])[F:44])=[CH:42][C:34]=4[C:33]([F:32])([F:47])[F:48])=[CH:22][C:21]=3[C:27]([F:30])([F:29])[F:28])[C:15]=2[CH3:31])=[O:13])=[CH:7][CH:6]=1)(=[O:4])=[O:3] |f:2.3.4,6.7|. Procedure: 1-[4-Bromo-2-(trifluoromethyl)phenyl]-2,5-dimethyl-1H-pyrrole-3-carboxylic acid [4-(methanesulfonyl)phenyl]-amide was prepared as described in Example 1G. Into an oven-dried 1 dram vial was added 1-[4-Bromo-2-(trifluoromethyl)phenyl]-2,5-dimethyl-1H-pyrrole-3-carboxylic acid [4-(methanesulfonyl)phenyl]-amide (26 mg, 50 μmol), 2,4-Bis(Trifluoromethyl)benzamide (13 mg, μmol) Copper (1) Iodide (50 mg, 260 μmol), K2CO3 (50 mg, 360 μmol), N,N′-Dimethylenediamine (9 mg, 100 μmol), and 0.4 mL of Toluen...